From a dataset of the Open Reaction Database (ORD), a public repository of structured organic reaction records. describe an organic reaction: reactants, conditions, products, and yield Starting materials: C(C)(C)OC1=NC(=CC(=N1)O)C(F)(F)F (2-isopropoxy-6-trifluoromethyl-4-hydroxypyrimidine), COC=C(C(=O)OC)C1=C(C=CC=C1)CBr (methyl 3-methoxy-2-(2-bromomethylphenyl)acrylate), O (water), 4-(α-methoxy) methylen-2H-chromen-3(4H)-one, COC=C(C(=O)OC)C1=C(C=CC=C1)CON1C(=NC(=CC1=O)C(F)(F)F)OC(C)C (methyl 3-methoxy-2-[2-(2-isopropoxy-6-trifluoromethylpyrimidin-4-on-3-yloxymethyl)phenyl]acrylate), O (water), O (water), byproducts. Reagents/catalysts: [Cu-]=O (copper(I) oxide). Solvent: C1(=CC=CC=C1)C (toluene), C1(=CC=CC=C1)C (toluene). Reaction conditions: time 5 hour. Product: COC=C(C(=O)OC)C1=C(C=CC=C1)COC1=NC(=NC(=C1)C(F)(F)F)OC(C)C (methyl 3-methoxy-2-[2-(2-isopropoxy-6-trifluoromethylpyrimidin-4-yloxymethyl)phenyl]acrylate). Isolated yield 22.3%. RXN SMILES: [CH:1]([O:4][C:5]1[N:10]=[C:9]([OH:11])[CH:8]=[C:7]([C:12]([F:15])([F:14])[F:13])[N:6]=1)([CH3:3])[CH3:2].O.[CH3:17][O:18][CH:19]=[C:20]([C:25]1[CH:30]=[CH:29][CH:28]=[CH:27][C:26]=1[CH2:31]Br)[C:21]([O:23][CH3:24])=[O:22].COC=C(C1C=CC=CC=1CON1C(=O)C=C(C(F)(F)F)N=C1OC(C)C)C(OC)=O>C1(C)C=CC=CC=1.[Cu-]=O>[CH3:17][O:18][CH:19]=[C:20]([C:25]1[CH:30]=[CH:29][CH:28]=[CH:27][C:26]=1[CH2:31][O:11][C:9]1[CH:8]=[C:7]([C:12]([F:14])([F:15])[F:13])[N:6]=[C:5]([O:4][CH:1]([CH3:3])[CH3:2])[N:10]=1)[C:21]([O:23][CH3:24])=[O:22]. Procedure details: 2.22 g of 2-isopropoxy-6-trifluoromethyl-4-hydroxypyrimidine and 0.72 g of copper(I) oxide were suspended in 30 ml of toluene. The suspension was refluxed until no water was recognized to form, while formed water was being taken into a quantitative water receiver. 3.08 g of methyl 3-methoxy-2-(2-bromomethylphenyl)acrylate was added at an instance. The reaction was carried out for 5 hours at reflux of toluene. Then the solution was cooled down to room temperature. Insoluble matter was filtrated a... The reactants are CC(C)(C)OC(=O)NC(CC1CCOCC1)C(=O)O, CCN=C=NCCCN(C)C, ClCCl, CC(C)(O)Cn1ccc(N)n1, On1nnc2ccccc21. Product: CC(C)(O)Cn1ccc(NC(=O)C(CC2CCOCC2)NC(=O)OC(C)(C)C)n1. RXN SMILES: [C:1]([CH3:2])([CH3:3])([CH3:4])[O:5][C:6](=[O:7])[NH:8][CH:9]([C:10](=[O:11])[OH:12])[CH2:13][CH:14]1[CH2:15][CH2:16][O:17][CH2:18][CH2:19]1.[CH3:20][N:21]([CH3:22])[CH2:23][CH2:24][CH2:25][N:26]=[C:27]=[N:28][CH2:29][CH3:30].[Cl:52][CH2:53][Cl:54].[NH2:41][c:42]1[n:43][n:44]([CH2:47][C:48]([CH3:49])([OH:50])[CH3:51])[cH:45][cH:46]1.[OH:31][n:32]1[c:33]2[cH:34][cH:35][cH:36][cH:37][c:38]2[n:39][n:40]1>>[C:1]([CH3:2])([CH3:3])([CH3:4])[O:5][C:6](=[O:7])[NH:8][CH:9]([C:10](=[O:12])[NH:41][c:42]1[n:43][n:44]([CH2:47][C:48]([CH3:49])([OH:50])[CH3:51])[cH:45][cH:46]1)[CH2:13][CH:14]1[CH2:15][CH2:16][O:17][CH2:18][CH2:19]1. Starting materials: C(C1=CC=CC=C1)OC(N(CC1=C(C=CC(=C1)C(F)(F)F)B1OC(C(O1)(C)C)(C)C)CC)=O (ethyl-[2-(4,4,5,5-tetramethyl-[1,3,2]dioxaborolan-2-yl)-5-trifluoromethyl-benzyl]-carbamic acid benzyl ester), COC(CC1=C(C=CC(=C1)Br)F)=O ((5-bromo-2-fluoro-phenyl)-acetic acid methyl ester). The product is COC(CC=1C=C(C=CC1F)C1=C(C=C(C=C1)C(F)(F)F)CN(CC)C(=O)OCC1=CC=CC=C1)=O ({2′-[(Benzyloxycarbonyl-ethyl-amino)-methyl]-4-fluoro-4′-trifluoromethyl-biphenyl-3-yl}-acetic acid methyl ester). Reaction SMILES: [CH2:1]([O:8][C:9](=[O:33])[N:10]([CH2:31][CH3:32])[CH2:11][C:12]1[CH:17]=[C:16]([C:18]([F:21])([F:20])[F:19])[CH:15]=[CH:14][C:13]=1B1OC(C)(C)C(C)(C)O1)[C:2]1[CH:7]=[CH:6][CH:5]=[CH:4][CH:3]=1.[CH3:34][O:35][C:36](=[O:46])[CH2:37][C:38]1[CH:43]=[C:42](Br)[CH:41]=[CH:40][C:39]=1[F:45]>>[CH3:34][O:35][C:36](=[O:46])[CH2:37][C:38]1[CH:43]=[C:42]([C:13]2[CH:14]=[CH:15][C:16]([C:18]([F:20])([F:19])[F:21])=[CH:17][C:12]=2[CH2:11][N:10]([C:9]([O:8][CH2:1][C:2]2[CH:3]=[CH:4][CH:5]=[CH:6][CH:7]=2)=[O:33])[CH2:31][CH3:32])[CH:41]=[CH:40][C:39]=1[F:45]. Procedure details: Prepared according to the procedure described in Example 1, Step 4, using the following starting materials: ethyl-[2-(4,4,5,5-tetramethyl-[1,3,2]dioxaborolan-2-yl)-5-trifluoromethyl-benzyl]-carbamic acid benzyl ester and (5-bromo-2-fluoro-phenyl)-acetic acid methyl ester. Reaction SMILES: [CH3:22][CH2:23][OH:24].[Cl:1][c:2]1[cH:3][c:4]([CH3:19])[c:5]([O:6][c:7]2[n:8][cH:9][c:10]([N+:14]([O-:15])=[O:16])[cH:11][c:12]2[CH3:13])[cH:17][cH:18]1.[H:20][H:21].[OH-:25].[OH-:27].[Pd+2:26]>>[Cl:1][c:2]1[cH:3][c:4]([CH3:19])[c:5]([O:6][c:7]2[n:8][cH:9][c:10]([NH2:14])[cH:11][c:12]2[CH3:13])[cH:17][cH:18]1. Yields the product Cc1cc(Cl)ccc1Oc1ncc(N)cc1C. The reactants are CCO, Cc1cc(Cl)ccc1Oc1ncc([N+](=O)[O-])cc1C, [H][H], [OH-], [OH-], [Pd+2]. Reactants: C(#N)C1=CC=C(C(=O)O)C=C1 (4-cyanobenzoic acid), C1(=CC=CC=C1)[Si]1(CCC(CC1)[SiH]1CCC(CC1)O)CCCCC (4-(4-phenyl-4-n-pentyl-4-silacyclohexyl)-4-silacyclohexanol). The product is C(#N)C1=CC=C(C(=O)O[C@@H]2CC[Si@H](CC2)C2CC[SiH](CC2)CCCCC)C=C1 (trans-(4-(4-n-pentyl-4-silacyclohexyl)-4-silacyclohexyl) 4-cyanobenzoate). RXN SMILES: [C:1]([C:3]1[CH:11]=[CH:10][C:6]([C:7]([OH:9])=[O:8])=[CH:5][CH:4]=1)#[N:2].[C:12]1([Si:18]2(CCCCC)[CH2:23][CH2:22][CH:21]([SiH:24]3[CH2:29][CH2:28][CH:27](O)[CH2:26][CH2:25]3)[CH2:20][CH2:19]2)C=[CH:16][CH:15]=[CH:14][CH:13]=1>>[C:1]([C:3]1[CH:11]=[CH:10][C:6]([C:7]([O:9][C@H:27]2[CH2:28][CH2:29][Si@H:24]([CH:21]3[CH2:22][CH2:23][SiH:18]([CH2:12][CH2:13][CH2:14][CH2:15][CH3:16])[CH2:19][CH2:20]3)[CH2:25][CH2:26]2)=[O:8])=[CH:5][CH:4]=1)#[N:2]. Reported procedure: The general procedure of Example 31 was repeated using 4-cyanobenzoic acid and 4-(4-phenyl-4-n-pentyl-4-silacyclohexyl)-4-silacyclohexanol, thereby obtaining the intended product.